This data is from the Open Reaction Database (ORD), a public repository of structured organic reaction records. The task is: describe an organic reaction: reactants, conditions, products, and yield Starting materials: C(C(C)(C)C)(=O)OC=1C(=C2C(=NC=NN2C1)Cl)C (4-chloro-5-methylpyrrolo[2,1-f][1,2,4]triazin-6-yl pivalate), C(C(C)(C)C)(=O)OC=1C(=C2C(=NC=NN2C1)Cl)C (4-chloro-5-methylpyrrolo[2,1-f][1,2,4]triazin-6-yl pivalate), FC=1C=C(C=CC1O)NC(=S)NC(CC1=CC=CC=C1)=O (1-(3-fluoro-4-hydroxyphenyl)-3-(2-phenylacetyl)thiourea), C([O-])([O-])=O.[Cs+].[Cs+] (cesium carbonate). The solvent is CN(C)C=O (DMF). Reaction conditions: temperature 100 celsius. Yields the product C(C(C)(C)C)(=O)OC=1C(=C2C(=NC=NN2C1)OC1=C(C=C(C=C1)NC(=S)NC(CC1=CC=CC=C1)=O)F)C (4-(2-Fluoro-4-(3-(2-phenylacetyl)thioureido)phenoxy)-5-methylpyrrolo[2,1-f][1,2,4]triazin-6-yl pivalate). Isolated yield 23.2%. RXN SMILES: [C:1]([O:7][C:8]1[C:9]([CH3:18])=[C:10]2[N:15]([CH:16]=1)[N:14]=[CH:13][N:12]=[C:11]2Cl)(=[O:6])[C:2]([CH3:5])([CH3:4])[CH3:3].[F:19][C:20]1[CH:21]=[C:22]([NH:27][C:28]([NH:30][C:31](=[O:39])[CH2:32][C:33]2[CH:38]=[CH:37][CH:36]=[CH:35][CH:34]=2)=[S:29])[CH:23]=[CH:24][C:25]=1[OH:26].C(=O)([O-])[O-].[Cs+].[Cs+]>CN(C=O)C>[C:1]([O:7][C:8]1[C:9]([CH3:18])=[C:10]2[N:15]([CH:16]=1)[N:14]=[CH:13][N:12]=[C:11]2[O:26][C:25]1[CH:24]=[CH:23][C:22]([NH:27][C:28]([NH:30][C:31](=[O:39])[CH2:32][C:33]2[CH:34]=[CH:35][CH:36]=[CH:37][CH:38]=2)=[S:29])=[CH:21][C:20]=1[F:19])(=[O:6])[C:2]([CH3:5])([CH3:4])[CH3:3] |f:2.3.4|. Procedure: A vial was charged with 4-chloro-5-methylpyrrolo[2,1-f][1,2,4]triazin-6-yl pivalate (13.3 mg, 0.19 mmol, Compound D of Example 1), 1-(3-fluoro-4-hydroxyphenyl)-3-(2-phenylacetyl)thiourea (16 mg, 0.05 mmol), cesium carbonate (spatula tip) and DMF (2 mL) and warmed to 100° C. for 26 h. The mixture was concentrated in vacuo. The residue was purified by flash chromatography to give the title compound (6.2 mg, 25%) as a white solid. 1H NMR (CDCl3) δ 12.46 (s, 1H), 8.50 (s, 1H), 7.88 (m, 3H), 7.40 (m,... Reactants: O (Water), C(#N)C=1C=CC(=NC1)C#N (5-cyanopyridine-2-carbonitrile), N1=CC=CC=C1 (pyridine), ClC(=O)OCC(Cl)(Cl)Cl (2,2,2-trichloroethyl chloroformate). Solvent: O1CCCC1 (tetrahydrofuran). Reaction conditions: time 1 hour. Product: C(#N)C1=CC=C(C=N1)NC(OCC(Cl)(Cl)Cl)=O (2,2,2-Trichloroethyl (6-cyanopyridin-3-yl)carbamate). The yield is 91.9%. Reaction SMILES: C([C:3]1[CH:4]=[CH:5][C:6]([C:9]#[N:10])=[N:7][CH:8]=1)#N.[N:11]1C=CC=CC=1.Cl[C:18]([O:20][CH2:21][C:22]([Cl:25])([Cl:24])[Cl:23])=[O:19].O>O1CCCC1>[C:9]([C:6]1[N:7]=[CH:8][C:3]([NH:11][C:18](=[O:19])[O:20][CH2:21][C:22]([Cl:25])([Cl:24])[Cl:23])=[CH:4][CH:5]=1)#[N:10]. Procedure: To a solution of 5-cyanopyridine-2-carbonitrile (1.00 g, 8.39 mmol) and pyridine (0.821 ml, 10.1 mmol) in tetrahydrofuran (28 ml) was added 2,2,2-trichloroethyl chloroformate (1.39 ml, 10.1 mmol) with ice-cooling and the mixture was stirred at room temperature for 1 hour. Water was poured into the reaction mixture and the mixture was extracted with ethyl acetate. The extract was washed with water and dried over anhydrous magnesium sulfate and the solvent was distilled off under reduced pressure.... Reactants: O=C(N1CCC(c2ccncc2)C1)C1(c2ccc(Cl)cc2)CC1, ClCCl, O=C(OO)c1cccc(Cl)c1. Yields the product O=C(N1CCC(c2cc[n+]([O-])cc2)C1)C1(c2ccc(Cl)cc2)CC1. Reaction SMILES: [Cl:1][c:2]1[cH:3][cH:4][c:5]([C:8]2([C:11](=[O:12])[N:13]3[CH2:14][CH:15]([c:18]4[cH:19][cH:20][n:21][cH:22][cH:23]4)[CH2:16][CH2:17]3)[CH2:9][CH2:10]2)[cH:6][cH:7]1.[Cl:24][CH2:25][Cl:26].[Cl:27][c:28]1[cH:29][cH:30][cH:31][c:32]([C:33]([O:34][OH:36])=[O:35])[cH:37]1>>[Cl:1][c:2]1[cH:3][cH:4][c:5]([C:8]2([C:11](=[O:12])[N:13]3[CH2:14][CH:15]([c:18]4[cH:19][cH:20][n+:21]([O-:35])[cH:22][cH:23]4)[CH2:16][CH2:17]3)[CH2:9][CH2:10]2)[cH:6][cH:7]1. Starting materials: ClC(C(=O)O)CC1=C2C=CC(N(C2=C(C=C1)OC)C)=O (2-chloro-3-(8-methoxy-1-methyl-2-oxo-1,2-dihydroquinolin-5-yl)propionic acid), NC(=S)N (thiourea), C(C)(=O)[O-].[Na+] (sodium acetate). Solvent: COC(C)O (methoxy ethanol). Run at temperature 110 celsius, time 7.5 hour. Product: COC=1C=CC(=C2C=CC(N(C12)C)=O)CC1C(NC(S1)=O)=O (5-(8-methoxy-1-methyl-2-oxo-1,2-dihydroquinolin-5-ylmethyl)thiazolidine-2,4-dione). The yield is 38.1%. RXN SMILES: Cl[CH:2]([CH2:6][C:7]1[CH:16]=[CH:15][C:14]([O:17][CH3:18])=[C:13]2[C:8]=1[CH:9]=[CH:10][C:11](=[O:20])[N:12]2[CH3:19])[C:3]([OH:5])=O.[NH2:21][C:22](N)=[S:23].C([O-])(=[O:27])C.[Na+]>COC(O)C>[CH3:18][O:17][C:14]1[CH:15]=[CH:16][C:7]([CH2:6][CH:2]2[S:23][C:22](=[O:27])[NH:21][C:3]2=[O:5])=[C:8]2[C:13]=1[N:12]([CH3:19])[C:11](=[O:20])[CH:10]=[CH:9]2 |f:2.3|. Reported procedure: 1.0 g of 2-chloro-3-(8-methoxy-1-methyl-2-oxo-1,2-dihydroquinolin-5-yl)propionic acid, 0.45 g of thiourea, and 0.4 g of sodium acetate were added to 20 ml of methoxy ethanol, and the mixture was stirred at 110° C. for 7.5 hours. The reaction mixture was concentrated under reduced pressure, an aqueous sodium hydrogencarbonate solution was added to the residue to precipitate a solid, and the precipitated solid was collected by filtration. The filtrate was extracted with dichloromethane, and the ex... The reactants are O=C([O-])[O-], CCO, Cl, O=C1CCc2cc(F)ccc21, [K+], [K+], NO, O. Product: ON=C1CCc2cc(F)ccc21. As a reaction SMILES: [C:15](=[O:16])([O-:17])[O-:18].[CH3:22][CH2:23][OH:24].[ClH:12].[F:1][c:2]1[cH:3][c:4]2[c:8]([cH:9][cH:10]1)[C:7](=[O:11])[CH2:6][CH2:5]2.[K+:19].[K+:20].[NH2:13][OH:14].[OH2:21]>>[F:1][c:2]1[cH:3][c:4]2[c:8]([cH:9][cH:10]1)[C:7](=[N:13][OH:14])[CH2:6][CH2:5]2.